From a dataset of the Open Reaction Database (ORD), a public repository of structured organic reaction records. describe an organic reaction: reactants, conditions, products, and yield Reactants: C1CCCCC1, CCOC(C)=O, Clc1cncc(Cl)n1, Oc1cccc(-c2ccccc2)c1. The product is Clc1cncc(Oc2cccc(-c3ccccc3)c2)n1. Reaction SMILES: [CH2:28]1[CH2:29][CH2:30][CH2:31][CH2:32][CH2:33]1.[CH3:22][CH2:23][O:24][C:25]([CH3:26])=[O:27].[Cl:1][c:2]1[n:3][c:4]([Cl:8])[cH:5][n:6][cH:7]1.[c:9]1(-[c:15]2[cH:16][c:17]([OH:21])[cH:18][cH:19][cH:20]2)[cH:10][cH:11][cH:12][cH:13][cH:14]1>>[c:2]1([O:21][c:17]2[cH:16][c:15](-[c:9]3[cH:10][cH:11][cH:12][cH:13][cH:14]3)[cH:20][cH:19][cH:18]2)[n:3][c:4]([Cl:8])[cH:5][n:6][cH:7]1. Starting materials: BrCc1ccccc1Br, ClCCl, Nc1ncccc1O, [Na+], [OH-], O. Product: Nc1ncccc1OCc1ccccc1Br. As a reaction SMILES: [Br:1][c:2]1[c:3]([CH2:4][Br:5])[cH:6][cH:7][cH:8][cH:9]1.[Cl:21][CH2:22][Cl:23].[NH2:10][c:11]1[n:12][cH:13][cH:14][cH:15][c:16]1[OH:17].[Na+:20].[OH-:19].[OH2:18]>>[Br:1][c:2]1[c:3]([CH2:4][O:17][c:16]2[c:11]([NH2:10])[n:12][cH:13][cH:14][cH:15]2)[cH:6][cH:7][cH:8][cH:9]1.